Task: describe an organic reaction: reactants, conditions, products, and yield. Dataset: the Open Reaction Database (ORD), a public repository of structured organic reaction records Starting materials: CON=C(C(CC1CCCC1)N)C1=CC=C(C=C1)Cl (2-amino-1-(4-chloro-phenyl)-3-cyclopentyl-propan-1-one O-methyl-oxime), [Li] (lithium). Run in C(C)OCC (diethyl ether), C(C)OCC (diethyl ether). Conditions: temperature 0 celsius, time 3 hour. Yields the product ClC1=CC=C(C=C1)C(C(CC1CCCC1)N)N (1-(4-chloro-phenyl)-3-cyclopentyl-propane-1,2-diamine). As a reaction SMILES: CO[N:3]=[C:4]([C:13]1[CH:18]=[CH:17][C:16]([Cl:19])=[CH:15][CH:14]=1)[CH:5]([NH2:12])[CH2:6][CH:7]1[CH2:11][CH2:10][CH2:9][CH2:8]1.[Li]>C(OCC)C>[Cl:19][C:16]1[CH:15]=[CH:14][C:13]([CH:4]([NH2:3])[CH:5]([NH2:12])[CH2:6][CH:7]2[CH2:8][CH2:9][CH2:10][CH2:11]2)=[CH:18][CH:17]=1 |^1:19|. Procedure details: A solution of 2-amino-1-(4-chloro-phenyl)-3-cyclopentyl-propan-1-one O-methyl-oxime (420 mg, 1.567 mmol) in diethyl ether (3 mL) was added dropwise to a slurry mixture of lithium aluminumhydride (307 mg, 7.835 mmol) in diethyl ether (30 mL) cooled to 0° C. At the end of addition, the icebath was removed and the reaction was stirred at room temperature for 3 h. The reaction mixture was cooled to 0° C. and aqueous solution of sodium chloride was added to quench the excess lithium aluminumhydride. ...